This data is from the Open Reaction Database (ORD), a public repository of structured organic reaction records. The task is: describe an organic reaction: reactants, conditions, products, and yield The reactants are Cc1ccc(Cl)cc1-c1cc(Nc2ccc(C(F)(F)F)cc2)nc(N2C(=O)CCC2=O)n1, Cl, [Na+], C1CCOC1, [OH-], O. Product: Cc1ccc(Cl)cc1-c1cc(Nc2ccc(C(F)(F)F)cc2)nc(NC(=O)CCC(=O)O)n1, Cl. RXN SMILES: [Cl:1][c:2]1[cH:3][cH:4][c:5]([CH3:32])[c:6](-[c:8]2[n:9][c:10]([N:25]3[C:26](=[O:31])[CH2:27][CH2:28][C:29]3=[O:30])[n:11][c:12]([NH:14][c:15]3[cH:16][cH:17][c:18]([C:21]([F:22])([F:23])[F:24])[cH:19][cH:20]3)[cH:13]2)[cH:7]1.[ClH:40].[Na+:39].[O:33]1[CH2:34][CH2:35][CH2:36][CH2:37]1.[OH-:38].[OH2:41]>>[Cl:1][c:2]1[cH:3][cH:4][c:5]([CH3:32])[c:6](-[c:8]2[n:9][c:10]([NH:25][C:26]([CH2:27][CH2:28][C:29]([OH:30])=[O:33])=[O:31])[n:11][c:12]([NH:14][c:15]3[cH:16][cH:17][c:18]([C:21]([F:22])([F:23])[F:24])[cH:19][cH:20]3)[cH:13]2)[cH:7]1.[ClH:40]. The reactants are C1COCCN1, CCN(C(C)C)C(C)C, CN(C)c1ccncc1, CCOC(C)=O, CNC(=O)c1cnc(Cl)cc1-c1ccccc1C. Yields the product CNC(=O)c1cnc(N2CCOCC2)cc1-c1ccccc1C. As a reaction SMILES: [CH2:19]1[CH2:20][O:21][CH2:22][CH2:23][NH:24]1.[CH2:25]([N:26]([CH:27]([CH3:28])[CH3:29])[CH:30]([CH3:31])[CH3:32])[CH3:33].[CH3:34][N:35]([c:36]1[cH:37][cH:38][n:39][cH:40][cH:41]1)[CH3:42].[CH3:43][CH2:44][O:45][C:46](=[O:47])[CH3:48].[Cl:1][c:2]1[n:3][cH:4][c:5]([C:6](=[O:7])[NH:8][CH3:9])[c:10](-[c:12]2[c:13]([CH3:18])[cH:14][cH:15][cH:16][cH:17]2)[cH:11]1>>[c:2]1([N:24]2[CH2:19][CH2:20][O:21][CH2:22][CH2:23]2)[n:3][cH:4][c:5]([C:6](=[O:7])[NH:8][CH3:9])[c:10](-[c:12]2[c:13]([CH3:18])[cH:14][cH:15][cH:16][cH:17]2)[cH:11]1. Starting materials: N1N=CC=C1 (1H-pyrazole), ClCC(C)=O (chloroacetone). Reaction conditions: temperature 90 celsius. Yields the product N1(N=CC=C1)CC(C)=O (1-(1H-pyrazol-1-yl)propan-2-one). Yield: 37.6%. RXN SMILES: [NH:1]1[CH:5]=[CH:4][CH:3]=[N:2]1.Cl[CH2:7][C:8](=[O:10])[CH3:9]>>[N:1]1([CH2:7][C:8](=[O:10])[CH3:9])[CH:5]=[CH:4][CH:3]=[N:2]1. Reported procedure: 1H-pyrazole (1.0 g, 15 mmol) was dissolved in chloroacetone (3.0 g, 32 mmol) and heated at 90° C. for 10 hr. Purification by silica gel column, elution with 1:1 hexanes:DCM afforded the title compound (700 mg): 1H NMR (400 MHz DMSO) delta 2.05 (s, 3H), 5.09 (s, 2H), 6.29 (t, J=2.0 Hz, 1H), 7.47 (dd, J=0.4, 1.6 Hz, 1H), 7.67 (dd, J=0.4, 2.0 Hz, 1H). Reactants: CC(=O)[O-], [BH3-]C#N, CO, Oc1ccc2c(c1)CCNC2c1ccc(OCCN2CCCC2)cc1, [Na+], [Na+], O=Cc1ccc(-n2ccnc2)cc1. The product is Oc1ccc2c(c1)CCN(Cc1ccc(-n3ccnc3)cc1)C2c1ccc(OCCN2CCCC2)cc1. As a reaction SMILES: [C:39]([O-:40])(=[O:41])[CH3:42].[C:44]([BH3-:45])#[N:46].[CH3:48][OH:49].[N:1]1([CH2:6][CH2:7][O:8][c:9]2[cH:10][cH:11][c:12]([CH:15]3[NH:16][CH2:17][CH2:18][c:19]4[cH:20][c:21]([OH:25])[cH:22][cH:23][c:24]43)[cH:13][cH:14]2)[CH2:2][CH2:3][CH2:4][CH2:5]1.[Na+:43].[Na+:47].[n:26]1(-[c:31]2[cH:32][cH:33][c:34]([CH:35]=[O:36])[cH:37][cH:38]2)[cH:27][n:28][cH:29][cH:30]1>>[N:1]1([CH2:6][CH2:7][O:8][c:9]2[cH:10][cH:11][c:12]([CH:15]3[N:16]([CH2:35][c:34]4[cH:33][cH:32][c:31](-[n:26]5[cH:27][n:28][cH:29][cH:30]5)[cH:38][cH:37]4)[CH2:17][CH2:18][c:19]4[cH:20][c:21]([OH:25])[cH:22][cH:23][c:24]43)[cH:13][cH:14]2)[CH2:2][CH2:3][CH2:4][CH2:5]1. The reactants are C(C)OC(=O)C1=C(N(C=C1)C(C)C)C(O)C1=CC=C(C=C1)Cl (2-[(4-chloro-phenyl)-hydroxy-methyl]-1-isopropyl-1H-pyrrole-3-carboxylic acid ethyl ester), ClC=1C=C(N)C=CC1F (3-chloro-4-fluoroaniline), NC=1C=C(C(N(C1)C)=O)Cl (5-amino-3-chloro-1-methyl-1H-pyridin-2-one), COC(=O)C1=C(N(C(=C1)Br)C(C)C)C(O)C1=CC=C(C=C1)Cl (5-bromo-2-[(4-chloro-phenyl)-hydroxy-methyl]-1-isopropyl-1H-pyrrole-3-carboxylic acid methyl ester). Yields the product C(C)OC(=O)C1=C(N(C=C1)C(C)C)C(C1=CC=C(C=C1)Cl)NC1=CN(C(C(=C1)Cl)=O)C (2-[(5-Chloro-1-methyl-6-oxo-1,6-dihydro-pyridin-3-ylamino)-(4-chloro-phenyl)-methyl]-1-isopropyl-1H-pyrrole-3-carboxylic acid ethyl ester). RXN SMILES: [CH2:1]([O:3][C:4]([C:6]1[CH:10]=[CH:9][N:8]([CH:11]([CH3:13])[CH3:12])[C:7]=1[CH:14]([C:16]1[CH:21]=[CH:20][C:19]([Cl:22])=[CH:18][CH:17]=1)O)=[O:5])[CH3:2].[NH2:23][C:24]1[CH:25]=[C:26]([Cl:32])[C:27](=[O:31])[N:28]([CH3:30])[CH:29]=1.COC(C1C=C(Br)N(C(C)C)C=1C(C1C=CC(Cl)=CC=1)O)=O.ClC1C=C(C=CC=1F)N>>[CH2:1]([O:3][C:4]([C:6]1[CH:10]=[CH:9][N:8]([CH:11]([CH3:13])[CH3:12])[C:7]=1[CH:14]([NH:23][C:24]1[CH:25]=[C:26]([Cl:32])[C:27](=[O:31])[N:28]([CH3:30])[CH:29]=1)[C:16]1[CH:21]=[CH:20][C:19]([Cl:22])=[CH:18][CH:17]=1)=[O:5])[CH3:2]. Reported procedure: The title compound was prepared in analogy to the procedure described for Step D2, but 2-[(4-chloro-phenyl)-hydroxy-methyl]-1-isopropyl-1H-pyrrole-3-carboxylic acid ethyl ester (Step E4) and 5-amino-3-chloro-1-methyl-1H-pyridin-2-one (Step E5) were used instead of 5-bromo-2-[(4-chloro-phenyl)-hydroxy-methyl]-1-isopropyl-1H-pyrrole-3-carboxylic acid methyl ester and 3-chloro-4-fluoroaniline respectively to afford the title compound as a white solid. tR: 7.36 min (HPLC 2); ESI-MS: tR=1.25 min, [M+... Reactants: BrC=1C=C2C=3CCCC(C3NC2=CC1)N (6-bromo-2,3,4,9-tetrahydro-1H-carbazol-1-amine), FC(C=1C=CC(=NC1)Br)(F)F (5-(trifluoromethyl)-2-bromopyridine). Yields the product BrC=1C=C2C=3CCCC(C3NC2=CC1)NC1=NC=C(C=C1)C(F)(F)F (6-Bromo-N-[5-(trifluoromethyl)pyridin-2-yl]-2,3,4,9-tetrahydro-1H-carbazol-1-amine), off-white solid. Yield: 6.0%. RXN SMILES: [Br:1][C:2]1[CH:3]=[C:4]2[C:12](=[CH:13][CH:14]=1)[NH:11][C:10]1[CH:9]([NH2:15])[CH2:8][CH2:7][CH2:6][C:5]2=1.[F:16][C:17]([F:26])([F:25])[C:18]1[CH:19]=[CH:20][C:21](Br)=[N:22][CH:23]=1>>[Br:1][C:2]1[CH:3]=[C:4]2[C:12](=[CH:13][CH:14]=1)[NH:11][C:10]1[CH:9]([NH:15][C:21]3[CH:20]=[CH:19][C:18]([C:17]([F:26])([F:25])[F:16])=[CH:23][N:22]=3)[CH2:8][CH2:7][CH2:6][C:5]2=1. Procedure details: 6-Bromo-N-[5-(trifluoromethyl)pyridin-2-yl]-2,3,4,9-tetrahydro-1H-carbazol-1-amine was prepared from 6-bromo-2,3,4,9-tetrahydro-1H-carbazol-1-amine (75 mg, 0.28 mmol) and 5-(trifluoromethyl)-2-bromopyridine (192 mg, 0.85 mmol) in a similar manner as described in Example 22 to give 6.5 mg (6%) of a off-white solid. 1H-NMR (DMSO-d6): δ 10.95 (s, 1H), 8.36 (s, 1H), 7.79 (d, 1H), 7.64 (dd, 1H), 7.57 (s, 1H), 7.23 (d, 1H), 7.13 (dd, 1H), 6.62 (d, 1H), 5.40-5.36 (m, 1H), 2.70-2.55 (m, 2H), 2.06-1.78 (... Starting materials: C1CCOC1, COC(=O)CN(Cc1ccc(Cl)cc1)C1CCN(CCC=C2c3cc(C(C)(C)O)ccc3OCc3ncccc32)C1, [Li+], [OH-], O, O. Product: CC(C)(O)c1ccc2c(c1)C(=CCCN1CCC(N(CC(=O)O)Cc3ccc(Cl)cc3)C1)c1cccnc1CO2. RXN SMILES: [CH2:45]1[O:46][CH2:47][CH2:48][CH2:49]1.[CH3:1][O:2][C:3]([CH2:4][N:5]([CH:6]1[CH2:7][N:8]([CH2:11][CH2:12][CH:13]=[C:14]2[c:15]3[c:16]([cH:25][cH:26][c:27]([C:29]([CH3:30])([CH3:31])[OH:32])[cH:28]3)[O:17][CH2:18][c:19]3[c:20]2[cH:21][cH:22][cH:23][n:24]3)[CH2:9][CH2:10]1)[CH2:33][c:34]1[cH:35][cH:36][c:37]([Cl:40])[cH:38][cH:39]1)=[O:41].[Li+:44].[OH-:43].[OH2:42].[OH2:50]>>[O:2]=[C:3]([CH2:4][N:5]([CH:6]1[CH2:7][N:8]([CH2:11][CH2:12][CH:13]=[C:14]2[c:15]3[c:16]([cH:25][cH:26][c:27]([C:29]([CH3:30])([CH3:31])[OH:32])[cH:28]3)[O:17][CH2:18][c:19]3[c:20]2[cH:21][cH:22][cH:23][n:24]3)[CH2:9][CH2:10]1)[CH2:33][c:34]1[cH:35][cH:36][c:37]([Cl:40])[cH:38][cH:39]1)[OH:41].